From a dataset of the Open Reaction Database (ORD), a public repository of structured organic reaction records. describe an organic reaction: reactants, conditions, products, and yield Starting materials: [Al+3], CCCOCCc1ccc(C#N)cc1, [H-], [H-], [H-], [H-], [Li+], [Na+], C1CCOC1, [OH-], O. Yields the product CCCOCCc1ccc(CN)cc1. RXN SMILES: [Al+3:2].[CH2:12]([CH2:13][CH3:14])[O:15][CH2:16][CH2:17][c:18]1[cH:19][cH:20][c:21]([C:22]#[N:23])[cH:24][cH:25]1.[H-:1].[H-:4].[H-:5].[H-:6].[Li+:3].[Na+:27].[O:7]1[CH2:8][CH2:9][CH2:10][CH2:11]1.[OH-:26].[OH2:28]>>[CH2:12]([CH2:13][CH3:14])[O:15][CH2:16][CH2:17][c:18]1[cH:19][cH:20][c:21]([CH2:22][NH2:23])[cH:24][cH:25]1. The reactants are COC1=CC=C(C(=O)N)C=C1 (4-Methoxybenzamide), C(C)OC(C(C(=O)C)Cl)=O (ethyl-2-chloroacetoacetate). The solvent is C(C)O (ethanol). Conditions: temperature 50 celsius. Product: C(C)OC(=O)C1=C(N=C(O1)C1=CC=C(C=C1)OC)C (2-(4-Methoxy-phenyl)-4-methyl-oxazole-5-carboxylic acid ethyl ester). Reaction SMILES: [CH3:1][O:2][C:3]1[CH:11]=[CH:10][C:6]([C:7]([NH2:9])=[O:8])=[CH:5][CH:4]=1.[CH2:12]([O:14][C:15](=[O:21])[CH:16](Cl)[C:17]([CH3:19])=O)[CH3:13]>C(O)C>[CH2:12]([O:14][C:15]([C:16]1[O:8][C:7]([C:6]2[CH:10]=[CH:11][C:3]([O:2][CH3:1])=[CH:4][CH:5]=2)=[N:9][C:17]=1[CH3:19])=[O:21])[CH3:13]. Procedure details: 40.0 g 4-Methoxybenzamide was dissolved in 400 ml ethanol. The mixture was warmed to 50° C. and 48.8 ml ethyl-2-chloroacetoacetate was added in one portion. The resulting mixture was refluxed for four days. The reaction mixture was cooled and the solvent removed under reduced pressure. The resulting residue was purified by flash chromatography on silica gel to obtain 23.5 g 2-(4-Methoxy-phenyl)-4-methyl-oxazole-5-carboxylic acid ethyl ester as a solid. The reactants are CCS(=O)(=O)N1CCC(c2c[nH]c3c(C(N)=O)cc(-c4ccc(CO)s4)cc23)CC1, C1CCOC1, O=[Mn]=O. Yields the product CCS(=O)(=O)N1CCC(c2c[nH]c3c(C(N)=O)cc(-c4ccc(C=O)s4)cc23)CC1. Reaction SMILES: [CH2:1]([CH3:2])[S:3](=[O:4])(=[O:5])[N:6]1[CH2:7][CH2:8][CH:9]([c:12]2[cH:13][nH:14][c:15]3[c:16]([C:28](=[O:29])[NH2:30])[cH:17][c:18](-[c:21]4[s:22][c:23]([CH2:26][OH:27])[cH:24][cH:25]4)[cH:19][c:20]23)[CH2:10][CH2:11]1.[CH2:31]1[O:32][CH2:33][CH2:34][CH2:35]1.[O:36]=[Mn:37]=[O:38]>>[CH2:1]([CH3:2])[S:3](=[O:4])(=[O:5])[N:6]1[CH2:7][CH2:8][CH:9]([c:12]2[cH:13][nH:14][c:15]3[c:16]([C:28](=[O:29])[NH2:30])[cH:17][c:18](-[c:21]4[s:22][c:23]([CH:26]=[O:27])[cH:24][cH:25]4)[cH:19][c:20]23)[CH2:10][CH2:11]1.